Dataset: the Open Reaction Database (ORD), a public repository of structured organic reaction records. Task: describe an organic reaction: reactants, conditions, products, and yield Reactants: C(C)(=O)N1[C@@H](CCC(=C1)C=O)C(=O)OC(C)(C)C (t-butyl (S)-N-acetyl-5-formyl-1,2,3,4-tetrahydropyridine-2-carboxylate), [H][H] (hydrogen). Reagents/catalysts: [Pd] (Pd/C). Run in C(C)O (ethanol). Product: C(C)(=O)N1[C@@H](CC[C@@H](C1)C)C(=O)OC(C)(C)C (t-Butyl (2S,5S)-N-acetyl-5-methylpiperidine-2-carboxylate). Yield: 109.7%. As a reaction SMILES: [C:1]([N:4]1[CH:9]=[C:8]([CH:10]=O)[CH2:7][CH2:6][C@H:5]1[C:12]([O:14][C:15]([CH3:18])([CH3:17])[CH3:16])=[O:13])(=[O:3])[CH3:2].[H][H]>C(O)C.[Pd]>[C:1]([N:4]1[CH2:9][C@@H:8]([CH3:10])[CH2:7][CH2:6][C@H:5]1[C:12]([O:14][C:15]([CH3:16])([CH3:18])[CH3:17])=[O:13])(=[O:3])[CH3:2]. Reported procedure: 140 mg (0.529 mmol) of the t-butyl (S)-N-acetyl-5-formyl-1,2,3,4-tetrahydropyridine-2-carboxylate obtained in Synthesis Example 14 was dissolved in 20 mL of ethanol, followed by the addition of 5% Pd/C (140 mg). It was treated in a hydrogen atmosphere of 3 kg/cm2 by the use of mediumpressure catalytic reduction equipment to conduct hydrogenation. The catalyst was removed by filtration and the filtrate was concentrated to give 140 mg of the title compound.